From a dataset of the Open Reaction Database (ORD), a public repository of structured organic reaction records. describe an organic reaction: reactants, conditions, products, and yield The reagents and catalysts are C1CCC(CC1)N=C=NC2CCCCC2 (DCC), C1=CC2=C(N=C1)N(N=N2)O (HOAt). Reactants: O=C(O)c1cnccn1, NCc1ccc(F)cc1F. Yields the product O=C(NCc1ccc(F)cc1F)c1cnccn1. Isolated yield 42.5%. Run in CN(C)C=O (DMF), CN(C)C=O (DMF), CN(C)C=O (DMF), CN(C)C=O (DMF), CN(C)C=O (DMF), CN(C)C=O (DMF). Run at temperature 25 celsius, time 2 hour. As a reaction SMILES: NCc1ccc(F)cc1F.O=C(O)c1cnccn1.C1CCC(CC1)N=C=NC2CCCCC2.C1=CC2=C(N=C1)N(N=N2)O.CN(C)C=O>>O=C(NCc1ccc(F)cc1F)c1cnccn1.